Dataset: the Open Reaction Database (ORD), a public repository of structured organic reaction records. Task: describe an organic reaction: reactants, conditions, products, and yield The reactants are O (water), [Si](C)(C)(C(C)(C)C)Cl (tert-butyldimethylsilyl chloride), C(C)OC=1C=CC2=C(OC3=C(N2CC)C=CC(=C3)OCC)C1CO (3,7-diethoxy-10-ethyl-10H-dibenzo[b,e][1,4]oxazine-4-methanol), N1C=NC=C1 (imidazole). Solvent: CCCCCC (hexane), C(C)OCC (diethyl ether), CN(C=O)C (N,N-dimethylformamide), CN(C=O)C (N,N-dimethylformamide). Reaction conditions: time 30 minute. Product: C1=CC=CC=2OC3=C(NC21)C=CC=C3 (10H-dibenzo[b,e][1,4]oxazine). As a reaction SMILES: [Si](Cl)(C(C)(C)C)(C)C.C(O[C:12]1[CH:13]=[CH:14][C:15]2[N:20](CC)[C:19]3[CH:23]=[CH:24][C:25](OCC)=[CH:26][C:18]=3[O:17][C:16]=2[C:30]=1CO)C.N1C=CN=C1.O>CN(C)C=O.CCCCCC.C(OCC)C>[CH:23]1[C:19]2[NH:20][C:15]3[CH:14]=[CH:13][CH:12]=[CH:30][C:16]=3[O:17][C:18]=2[CH:26]=[CH:25][CH:24]=1. Reported procedure: A solution of 1.92 g (1.3 eq.) of tert-butyldimethylsilyl chloride in 10 ml of N,N-dimethylformamide was added dropwise while cooling with ice to a mixture of 3.23 g (9.80 mmol) of 3,7-diethoxy-10-ethyl-10H-dibenzo[b,e][1,4]oxazine-4-methanol and 1.47 g (2.2 eq.) of imidazole in 30 ml of N,N-dimethylformamide. The reaction mixture was stirred at 0° for 30 minutes, brought slowly to room temperature, stirred for 1 hour and then poured into 100 ml of water, 50 ml of diethyl ether and 50 ml of hexa... Reactants: OC=1C=C(CC2N(CCC3=CC(=C(C=C23)OC)OC)CC(=O)NCC2=CC=CC=C2)C=CC1OC (2-[1-(3-hydroxy-4-methoxy-benzyl)-6,7-dimethoxy-3,4-dihydro-1H-isoquinolin-2-yl]-N-benzyl-acetamide), C(C)(C)Br (isopropyl bromide). The product is C(C)(C)OC=1C=C(CC2N(CCC3=CC(=C(C=C23)OC)OC)CC(=O)NCC2=CC=CC=C2)C=CC1OC (2-[1-(3-isopropoxy-4-methoxy-benzyl)6,7-dimethoxy-3,4-dihydro-1H-isoquinolin-2-yl]-N-benzyl-acetamide). As a reaction SMILES: [OH:1][C:2]1[CH:3]=[C:4]([CH:31]=[CH:32][C:33]=1[O:34][CH3:35])[CH2:5][CH:6]1[C:15]2[C:10](=[CH:11][C:12]([O:18][CH3:19])=[C:13]([O:16][CH3:17])[CH:14]=2)[CH2:9][CH2:8][N:7]1[CH2:20][C:21]([NH:23][CH2:24][C:25]1[CH:30]=[CH:29][CH:28]=[CH:27][CH:26]=1)=[O:22].[CH:36](Br)([CH3:38])[CH3:37]>>[CH:36]([O:1][C:2]1[CH:3]=[C:4]([CH:31]=[CH:32][C:33]=1[O:34][CH3:35])[CH2:5][CH:6]1[C:15]2[C:10](=[CH:11][C:12]([O:18][CH3:19])=[C:13]([O:16][CH3:17])[CH:14]=2)[CH2:9][CH2:8][N:7]1[CH2:20][C:21]([NH:23][CH2:24][C:25]1[CH:30]=[CH:29][CH:28]=[CH:27][CH:26]=1)=[O:22])([CH3:38])[CH3:37]. Procedure: prepared by reaction of 2-[1-(3-hydroxy-4-methoxy-benzyl)-6,7-dimethoxy-3,4-dihydro-1H-isoquinolin-2-yl]-N-benzyl-acetamide with isopropyl bromide The reactants are Brc1ccc2c(c1)OCC2, O=C([O-])[O-], CC(=O)C1CCCCC1=O, [Cs+], [Cs+], NCCc1ccc(C(F)(F)F)nc1, [I-], CN(C)C=O. Yields the product FC(F)(F)c1ccc(CCNc2ccc3c(c2)OCC3)cn1. As a reaction SMILES: [Br:14][c:15]1[cH:16][c:17]2[c:18]([cH:22][cH:23]1)[CH2:19][CH2:20][O:21]2.[C:25](=[O:26])([O-:27])[O-:28].[C:31]([CH:32]1[CH2:33][CH2:34][CH2:35][CH2:36][C:37]1=[O:38])(=[O:39])[CH3:40].[Cs+:29].[Cs+:30].[F:1][C:2]([c:3]1[cH:4][cH:5][c:6]([CH2:9][CH2:10][NH2:11])[cH:7][n:8]1)([F:12])[F:13].[I-:24].[O:41]=[CH:42][N:43]([CH3:44])[CH3:45]>>[F:1][C:2]([c:3]1[cH:4][cH:5][c:6]([CH2:9][CH2:10][NH:11][c:15]2[cH:16][c:17]3[c:18]([cH:22][cH:23]2)[CH2:19][CH2:20][O:21]3)[cH:7][n:8]1)([F:12])[F:13]. Reactants: CN1C(C=CC2=CC(=CC=C12)OCCCCCNCCC=1C=NC=CC1)=O (1-methyl-6-[5-(2-pyridin-3-ylethylamino)pentyloxy]-1H-quinolin-2-one), BrC1=NC=CC=C1 (2-bromopyridine), CC1(C2=C(C(=CC=C2)P(C3=CC=CC=C3)C4=CC=CC=C4)OC5=C(C=CC=C51)P(C6=CC=CC=C6)C7=CC=CC=C7)C (xantphos), CC(C)([O-])C.[Na+] (sodium t-butoxide), Cl (hydrogen chloride). The reagents and catalysts are Cl[Pd]([P](C1=CC=CC=C1)(C2=CC=CC=C2)C3=CC=CC=C3)([P](C4=CC=CC=C4)(C5=CC=CC=C5)C6=CC=CC=C6)Cl (dichlorobis(triphenylphosphine)palladium). Solvent: C1(=CC=CC=C1)C (toluene), C(C)O (ethanol), C(C)O (ethanol), O (Water). Run at temperature 80 celsius. Yields the product Cl.Cl.Cl.CN1C(C=CC2=CC(=CC=C12)OCCCCCN(CCC=1C=NC=CC1)C1=NC=CC=C1)=O (1-methyl-6-{5-[N-(pyridin-2-yl)-N-(2-pyridin-3-ylethyl)amino]pentyloxy}-1H-quinolin-2-one trihydrochloride). As a reaction SMILES: [CH3:1][N:2]1[C:11]2[C:6](=[CH:7][C:8]([O:12][CH2:13][CH2:14][CH2:15][CH2:16][CH2:17][NH:18][CH2:19][CH2:20][C:21]3[CH:22]=[N:23][CH:24]=[CH:25][CH:26]=3)=[CH:9][CH:10]=2)[CH:5]=[CH:4][C:3]1=[O:27].Br[C:29]1[CH:34]=[CH:33][CH:32]=[CH:31][N:30]=1.CC1(C)C2C(=C(P(C3C=CC=CC=3)C3C=CC=CC=3)C=CC=2)OC2C(P(C3C=CC=CC=3)C3C=CC=CC=3)=CC=CC1=2.CC(C)([O-])C.[Na+].[ClH:83]>C(O)C.Cl[Pd](Cl)([P](C1C=CC=CC=1)(C1C=CC=CC=1)C1C=CC=CC=1)[P](C1C=CC=CC=1)(C1C=CC=CC=1)C1C=CC=CC=1.O.C1(C)C=CC=CC=1>[ClH:83].[ClH:83].[ClH:83].[CH3:1][N:2]1[C:11]2[C:6](=[CH:7][C:8]([O:12][CH2:13][CH2:14][CH2:15][CH2:16][CH2:17][N:18]([C:29]3[CH:34]=[CH:33][CH:32]=[CH:31][N:30]=3)[CH2:19][CH2:20][C:21]3[CH:22]=[N:23][CH:24]=[CH:25][CH:26]=3)=[CH:9][CH:10]=2)[CH:5]=[CH:4][C:3]1=[O:27] |f:3.4,10.11.12.13,^1:89,108|. Reported procedure: 1-methyl-6-[5-(2-pyridin-3-ylethylamino)pentyloxy]-1H-quinolin-2-one (182 mg), 2-bromopyridine (0.060 ml), palladium acetate (II) (11.2 mg), xantphos (32 mg), and sodium t-butoxide (68 mg) were added to toluene (2 ml). The mixture was heated at 80° C. for 10 hours under nitrogen atmosphere. The reaction liquid was cooled to room temperature. Water was added to the reaction mixture, followed by extraction with dichloromethane. The organic layer was dried over anhydrous sodium sulfate. The filtrat... RXN SMILES: [CH2:1]([CH3:2])[O:3][c:4]1[cH:5][c:6]([C:12]2=[N:27][N:16]([C:17]([c:18]3[cH:19][cH:20][c:21]([NH2:22])[cH:23][c:24]3[Cl:25])=[O:26])[CH2:15][CH2:14][CH2:13]2)[cH:7][cH:8][c:9]1[O:10][CH3:11].[CH2:28]1[CH2:31][CH2:30][CH2:29][O:32]1>>[CH2:1]([CH3:2])[O:3][c:4]1[cH:5][c:6]([CH:12]=[O:32])[cH:7][cH:8][c:9]1[O:10][CH3:11]. Reactants: CCOc1cc(C2=NN(C(=O)c3ccc(N)cc3Cl)CCC2)ccc1OC, C1CCOC1. The product is CCOc1cc(C=O)ccc1OC. Reactants: ClC1=C2C(=NC=C1)C=C(S2)C(=O)N2C[C@@H](CC2)OC (7-chloro-2-[(R)-3-methoxypyrrolidine-1-carbonyl]thieno[3,2-b]pyridine), CNC(=O)C1=C(N(C2=CC(=CC=C12)O)C)C (6-hydroxy-1,2-dimethyl-1H-indole-3-carboxylic acid methylamide), C(=O)([O-])[O-].[Cs+].[Cs+] (Cs2CO3), O (H2O). The solvent is CCOC(=O)C (EtOAc). Product: CNC(=O)C1=C(N(C2=CC(=CC=C12)OC1=C2C(=NC=C1)C=C(S2)C(=O)N2CC(CC2)OC)C)C (1,2-dimethyl-6-(2-[3-methoxy-pyrrolidine-1-carbonyl]thieno[3,2-b]pyridin-7-yloxy)-1H-indole-3-carboxylic acid methylamide). Reaction SMILES: Cl[C:2]1[CH:7]=[CH:6][N:5]=[C:4]2[CH:8]=[C:9]([C:11]([N:13]3[CH2:17][CH2:16][C@@H:15]([O:18][CH3:19])[CH2:14]3)=[O:12])[S:10][C:3]=12.[CH3:20][NH:21][C:22]([C:24]1[C:32]2[C:27](=[CH:28][C:29]([OH:33])=[CH:30][CH:31]=2)[N:26]([CH3:34])[C:25]=1[CH3:35])=[O:23].C([O-])([O-])=O.[Cs+].[Cs+].O>CCOC(C)=O>[CH3:20][NH:21][C:22]([C:24]1[C:32]2[C:27](=[CH:28][C:29]([O:33][C:2]3[CH:7]=[CH:6][N:5]=[C:4]4[CH:8]=[C:9]([C:11]([N:13]5[CH2:17][CH2:16][CH:15]([O:18][CH3:19])[CH2:14]5)=[O:12])[S:10][C:3]=34)=[CH:30][CH:31]=2)[N:26]([CH3:34])[C:25]=1[CH3:35])=[O:23] |f:2.3.4|. Procedure: This material was prepared by the reaction of 7-chloro-2-[(R)-3-methoxypyrrolidine-1-carbonyl]thieno[3,2-b]pyridine 4b (157 mg, 0.5 mmole) with 6-hydroxy-1,2-dimethyl-1H-indole-3-carboxylic acid methylamide 16e (150 mg, 0.7 mmole) and Cs2CO3 (673 mg, 2.1 mmole) in a manner as previously described for example 1 to give 51 mg (39%) of a crisp foam. 1H NMR (DMSO-d6) δ8.54 (1H, dd, J=5.5, 1.13 Hz), 8.05 (1H, s), 7.84 (1H, d, J=8.6 Hz), 7.61-7.55 (1H, m), 7.54 (1H, d, J=2.1 Hz), 7.03 (1H, dd, J=2.1, ... Starting materials: N1=CC=C(C=C1)N1CCN(CC1)CC(=O)C1=CC=C(OCC(=O)OC)C=C1 (Methyl 4-[2-[4-(4-pyridyl)piperazin-1-yl]acetyl]-phenoxyacetate), COCCN (2-methoxyethylamine). Conditions: time 18 hour. Yields the product N1=CC=C(C=C1)N1CCN(CC1)CC(=O)C1=CC=C(OCC(=O)NCCOC)C=C1 (2-[4-[2-[4-(4Pyridyl)piperazin-1-yl]acetyl]phenoxy]-N-(2-methoxyethyl)acetamide). As a reaction SMILES: [N:1]1[CH:6]=[CH:5][C:4]([N:7]2[CH2:12][CH2:11][N:10]([CH2:13][C:14]([C:16]3[CH:27]=[CH:26][C:19]([O:20][CH2:21][C:22](OC)=[O:23])=[CH:18][CH:17]=3)=[O:15])[CH2:9][CH2:8]2)=[CH:3][CH:2]=1.[CH3:28][O:29][CH2:30][CH2:31][NH2:32]>>[N:1]1[CH:6]=[CH:5][C:4]([N:7]2[CH2:12][CH2:11][N:10]([CH2:13][C:14]([C:16]3[CH:27]=[CH:26][C:19]([O:20][CH2:21][C:22]([NH:32][CH2:31][CH2:30][O:29][CH3:28])=[O:23])=[CH:18][CH:17]=3)=[O:15])[CH2:9][CH2:8]2)=[CH:3][CH:2]=1. Procedure: A suspension of the product of Example 1, (100 mg) in 2-methoxyethylamine (1 ml) was stirred for 18 hours. Filtration of the solid and washing with ethyl acetate gave the title compound, 70 mg, as a white crystalline solid: m.p. 142°-145° C.; NMR (d6DMSO+d4 acetic acid) δ 8.20 (2H, d), 8.00 (2H, d), 7.14 (2H, d), 7.06 (2H, d), 4.62 (2H, s), 3.72 (4H, t), 3.38 (4H, m), 3.26 (3H, s), 2.78 (4H, t); m/e 413 (M+H)+ ; calculated for C22H28N4O4 : C, 64.1; H, 6.8; N, 13.6. found: C, 63.9; H, 6.8; N, 13.... Reactants: Cl (hydrochloric acid), OC=1C2=C(C(=NC1C(=O)OCC)C(F)(F)F)C(=NO2)C2=CC=CC=C2 (Ethyl 7-hydroxy-3-phenyl-4-(trifluoromethyl)isoxazolo[4,5-c]pyridine-6-carboxylate), NCC(=O)O (glycine), [O-]CC.[Na+] (sodium ethoxide). The solvent is CCOC(=O)C (EtOAc), O (water), CN(C)C=O (DMF). Yields the product OC=1C2=C(C(=NC1C(=O)NCC(=O)O)C(F)(F)F)C(=NO2)C2=CC=CC=C2 ([(7-Hydroxy-3-phenyl-4-trifluoromethyl-isoxazolo[4,5-c]pyridine-6-carbonyl)-amino]-acetic acid). The yield is 57.1%. As a reaction SMILES: [OH:1][C:2]1[C:3]2[O:19][N:18]=[C:17]([C:20]3[CH:25]=[CH:24][CH:23]=[CH:22][CH:21]=3)[C:4]=2[C:5]([C:13]([F:16])([F:15])[F:14])=[N:6][C:7]=1[C:8](OCC)=[O:9].[NH2:26][CH2:27][C:28]([OH:30])=[O:29].[O-]CC.[Na+].Cl>CCOC(C)=O.O.CN(C=O)C>[OH:1][C:2]1[C:3]2[O:19][N:18]=[C:17]([C:20]3[CH:25]=[CH:24][CH:23]=[CH:22][CH:21]=3)[C:4]=2[C:5]([C:13]([F:14])([F:15])[F:16])=[N:6][C:7]=1[C:8]([NH:26][CH2:27][C:28]([OH:30])=[O:29])=[O:9] |f:2.3|. Procedure: Ethyl 7-hydroxy-3-phenyl-4-(trifluoromethyl)isoxazolo[4,5-c]pyridine-6-carboxylate (58 mg, 0.17 mmol), glycine (247 mg, 3.30 mmol), and sodium ethoxide (168 mg, 2.47 mmol) were added to 6 mL of DMF and the mixture was refluxed for 2 h. After the mixture cooled to room temperature, water (50 mL) and EtOAc (50 mL) were added. The mixture was stirred vigorously and 4M hydrochloric acid was added until pH was 3. The aqueous layer was extracted with additional EtOAc and the combined organic layer was... Reactants: F[B-](F)(F)F, F[B-](F)(F)F, CS(C)=O, F[B-](F)(F)F, FC(F)(F)I, [Fe+2], [H+], OO, O=c1cc[nH]c(=O)[nH]1. Yields the product O=c1[nH]cc(C(F)(F)F)c(=O)[nH]1. As a reaction SMILES: [B-:22]([F:23])([F:24])([F:25])[F:26].[B-:28]([F:29])([F:30])([F:31])[F:32].[CH3:33][S:34](=[O:35])[CH3:36].[F:10][B-:11]([F:12])([F:13])[F:14].[F:15][C:16]([F:17])([F:18])[I:19].[Fe+2:27].[H+:9].[OH:20][OH:21].[nH:1]1[c:2](=[O:3])[nH:4][c:5](=[O:6])[cH:7][cH:8]1>>[nH:1]1[c:2](=[O:3])[nH:4][c:5](=[O:6])[c:7]([C:16]([F:15])([F:17])[F:18])[cH:8]1.